From a dataset of the Open Reaction Database (ORD), a public repository of structured organic reaction records. describe an organic reaction: reactants, conditions, products, and yield Reactants: COC(=O)CC(=O)Nc1cc(C)c(Oc2ccc(O)c(S(=O)(=O)c3ccc(F)cc3)c2)c(C)c1, CO, [K+], [OH-], O. The product is Cc1cc(NC(=O)CC(=O)O)cc(C)c1Oc1ccc(O)c(S(=O)(=O)c2ccc(F)cc2)c1. As a reaction SMILES: [CH3:1][O:2][C:3]([CH2:4][C:5](=[O:6])[NH:7][c:8]1[cH:9][c:10]([CH3:33])[c:11]([O:15][c:16]2[cH:17][c:18]([S:23](=[O:24])(=[O:25])[c:26]3[cH:27][cH:28][c:29]([F:32])[cH:30][cH:31]3)[c:19]([OH:22])[cH:20][cH:21]2)[c:12]([CH3:14])[cH:13]1)=[O:34].[CH3:37][OH:38].[K+:36].[OH-:35].[OH2:39]>>[O:2]=[C:3]([CH2:4][C:5](=[O:6])[NH:7][c:8]1[cH:9][c:10]([CH3:33])[c:11]([O:15][c:16]2[cH:17][c:18]([S:23](=[O:24])(=[O:25])[c:26]3[cH:27][cH:28][c:29]([F:32])[cH:30][cH:31]3)[c:19]([OH:22])[cH:20][cH:21]2)[c:12]([CH3:14])[cH:13]1)[OH:34].